Dataset: the Open Reaction Database (ORD), a public repository of structured organic reaction records. Task: describe an organic reaction: reactants, conditions, products, and yield Starting materials: COc1ccc(CSC2CC(C(N)=O)N(C)C2)cc1, Cl, [Na+], [Na+], O=C([O-])[O-]. Yields the product COc1ccc(CSC2CC(C(=O)O)N(C)C2)cc1. As a reaction SMILES: [C:1]([NH2:2])(=[O:3])[CH:4]1[N:5]([CH3:19])[CH2:6][CH:7]([S:9][CH2:10][c:11]2[cH:12][cH:13][c:14]([O:17][CH3:18])[cH:15][cH:16]2)[CH2:8]1.[ClH:26].[Na+:20].[Na+:21].[O-:22][C:23](=[O:24])[O-:25]>>[C:1](=[O:3])([CH:4]1[N:5]([CH3:19])[CH2:6][CH:7]([S:9][CH2:10][c:11]2[cH:12][cH:13][c:14]([O:17][CH3:18])[cH:15][cH:16]2)[CH2:8]1)[OH:22]. Reactants: C(C)OC(=O)C1=C(N(C2=CC=C(C=C12)O)C1=CC=C(C=C1)OC(F)(F)F)CC(=O)OCC (2-Ethoxycarbonylmethyl-5-hydroxy-1-(4-trifluoromethoxyphenyl)indole-3-carboxylic acid ethyl ester), ClC1=CC=NC2=CC(=CC=C12)Cl (4,7-dichloroquinoline), C(=O)([O-])[O-].[K+].[K+] (K2CO3), CN(C)C=O (DMF). Solvent: O (H2O). Reaction conditions: temperature 105 celsius, time 3 hour. Product: C(C)OC(=O)C1=C(N(C2=CC=C(C=C12)OC1=CC=NC2=CC(=CC=C12)Cl)C1=CC=C(C=C1)OC(F)(F)F)CC(=O)OCC (5-(7-Chloroquinolin-4-yloxy)-2-ethoxycarbonylmethyl-1-(4-trifluoromethoxy phenyl)indole-3-carboxylic acid ethyl ester). Reaction SMILES: [CH2:1]([O:3][C:4]([C:6]1[C:14]2[C:9](=[CH:10][CH:11]=[C:12]([OH:15])[CH:13]=2)[N:8]([C:16]2[CH:21]=[CH:20][C:19]([O:22][C:23]([F:26])([F:25])[F:24])=[CH:18][CH:17]=2)[C:7]=1[CH2:27][C:28]([O:30][CH2:31][CH3:32])=[O:29])=[O:5])[CH3:2].Cl[C:34]1[C:43]2[C:38](=[CH:39][C:40]([Cl:44])=[CH:41][CH:42]=2)[N:37]=[CH:36][CH:35]=1.C([O-])([O-])=O.[K+].[K+].CN(C=O)C>O>[CH2:1]([O:3][C:4]([C:6]1[C:14]2[C:9](=[CH:10][CH:11]=[C:12]([O:15][C:34]3[C:43]4[C:38](=[CH:39][C:40]([Cl:44])=[CH:41][CH:42]=4)[N:37]=[CH:36][CH:35]=3)[CH:13]=2)[N:8]([C:16]2[CH:17]=[CH:18][C:19]([O:22][C:23]([F:26])([F:24])[F:25])=[CH:20][CH:21]=2)[C:7]=1[CH2:27][C:28]([O:30][CH2:31][CH3:32])=[O:29])=[O:5])[CH3:2] |f:2.3.4|. Procedure details: A mixture of 2-ethoxycarbonylmethyl-5-hydroxy-1-(4-trifluoromethoxyphenyl)indole-3-carboxylic acid ethyl ester (100 mg, 0.22 mmol; see step (b) Example 9), 4,7-dichloroquinoline (66 mg, 0.33 mmol), K2CO3 (60 mg, 0.43 mmol) and DMF (2 mL) was stirred at 100-110° C. for 3 h, cooled, diluted with H2O (20 mL) and extracted with Et2O (30 mL). The extract was washed with H2O, dried (Na2SO4, concentrated and purified by chromatography to give the title compound. Yield 48 mg (36%). The reactants are IC1=C(N)C=CC(=C1)C (2-Iodo-4-methylaniline), S(=O)(=O)([O-])[O-].[Mg+2] (magnesium sulfate), Cl.N12CC(C(CC1)CC2)=O (quinuclidin-3-one hydrochloride), N12CCN(CC1)CC2 (1,4-diazabicyclo[2.2.2]octane). The reagents and catalysts are C(C)(=O)[O-].[Pd+2].C(C)(=O)[O-] (palladium(II) acetate). Yields the product CC1=CC=2C3=C(NC2C=C1)C1CCN3CC1 (8-methyl-2,3,4,5-tetrahydro-1,4-ethanopyrido[3,2-b]indole). RXN SMILES: I[C:2]1[CH:8]=[C:7]([CH3:9])[CH:6]=[CH:5][C:3]=1[NH2:4].Cl.[N:11]12[CH2:18][CH2:17][CH:14]([CH2:15][CH2:16]1)[C:13](=O)[CH2:12]2.N12CCN(CC1)CC2.S([O-])([O-])(=O)=O.[Mg+2]>C([O-])(=O)C.[Pd+2].C([O-])(=O)C>[CH3:9][C:7]1[CH:6]=[CH:5][C:3]2[NH:4][C:13]3[CH:14]4[CH2:17][CH2:18][N:11]([C:12]=3[C:2]=2[CH:8]=1)[CH2:16][CH2:15]4 |f:1.2,4.5,6.7.8|. Procedure details: 2-Iodo-4-methylaniline (2.0 g, 8.58 mmol; prepared as described in J. Org. Chem. 1999, 64, 9650), quinuclidin-3-one hydrochloride (2.36 g, 14.6 mmol; Aldrich), palladium(II) acetate (145 mg, 0.646 mmol; Aldrich), 1,4-diazabicyclo[2.2.2]octane (DABCO; 3.47 g, 30.9 mmol; Aldrich) and magnesium sulfate (1.65 g, 13.7 mmol) were processed as described in Example 205A to provide the title compound: 1H NMR (500 MHz, methanol-d4) δ ppm 1.52-1.62 (m, 2H), 1.92-2.05 (m, 2H), 2.39 (s, 3H), 2.55-2.69 (m, 2H...